Dataset: the Open Reaction Database (ORD), a public repository of structured organic reaction records. Task: describe an organic reaction: reactants, conditions, products, and yield The reactants are [BH3-]C#N, CC(=O)O, CO, Cc1cc(C)cc(-c2[nH]c3ccc(C(C)(C)C(=O)N4C5CCC4CC5)cc3c2CCNCCCCc2ccncc2)c1, [NH4+], [Na+], C1CCOC1, [OH-]. The product is Cc1cc(C)cc(-c2[nH]c3ccc(C(C)(C)C(=O)N4C5CCC4CC5)cc3c2CCN(C)CCCCc2ccncc2)c1. RXN SMILES: [C:47]([BH3-:48])#[N:49].[CH3:43][C:44](=[O:45])[OH:46].[CH3:58][OH:59].[CH:1]12[CH2:2][CH2:3][CH:4]([CH2:5][CH2:6]1)[N:7]2[C:8]([C:9]([CH3:10])([CH3:11])[c:12]1[cH:13][c:14]2[c:15]([CH2:29][CH2:30][NH:31][CH2:32][CH2:33][CH2:34][CH2:35][c:36]3[cH:37][cH:38][n:39][cH:40][cH:41]3)[c:16](-[c:21]3[cH:22][c:23]([CH3:28])[cH:24][c:25]([CH3:27])[cH:26]3)[nH:17][c:18]2[cH:19][cH:20]1)=[O:42].[NH4+:52].[Na+:50].[O:53]1[CH2:54][CH2:55][CH2:56][CH2:57]1.[OH-:51]>>[CH:1]12[CH2:2][CH2:3][CH:4]([CH2:5][CH2:6]1)[N:7]2[C:8]([C:9]([CH3:10])([CH3:11])[c:12]1[cH:13][c:14]2[c:15]([CH2:29][CH2:30][N:31]([CH2:32][CH2:33][CH2:34][CH2:35][c:36]3[cH:37][cH:38][n:39][cH:40][cH:41]3)[CH3:43])[c:16](-[c:21]3[cH:22][c:23]([CH3:28])[cH:24][c:25]([CH3:27])[cH:26]3)[nH:17][c:18]2[cH:19][cH:20]1)=[O:42]. The reactants are 62, N1=C(C=CC=C1)C1=NC2=CC=NC=C2N=C1C1=NC=CC=C1 (2,3-dipyridyl-1,4,6-triazanaphthalene), 61, NC1=NC=CC=C1N (2,3-diaminopyridine). RXN SMILES: NC1C(N)=CC=CN=1.[N:9]1[CH:14]=[CH:13][CH:12]=[CH:11][C:10]=1[C:15]1[C:24]([C:25]2[CH:30]=[CH:29][CH:28]=[CH:27][N:26]=2)=[N:23][C:22]2[C:17](=[CH:18][CH:19]=[N:20][CH:21]=2)[N:16]=1>>[N:9]1[CH:14]=[CH:13][CH:12]=[CH:11][C:10]=1[C:15]1[C:24]([C:25]2[CH:30]=[CH:29][CH:28]=[CH:27][N:26]=2)=[N:23][C:22]2[C:21](=[N:20][CH:19]=[CH:18][CH:17]=2)[N:16]=1. Procedure: The preparation of 62 is identical to that of 61 substituting 2,3-diaminopyridine for 3,4-diamino pyridine (Example K), giving 900 mg of the title compound as a white solid. The product is N1=C(C=CC=C1)C1=NC2=NC=CC=C2N=C1C1=NC=CC=C1 (2,3-dipyridyl-1,4,8-triazanaphthalene). Reactants: O=Cc1nc(Br)cn1C(c1ccccc1)(c1ccccc1)c1ccccc1, CCc1ccc(F)c(-c2ccccc2)c1, C1CCOC1, [Li]CCCC. Product: CCc1cc(-c2ccccc2)c(F)c(C(O)c2nc(Br)cn2C(c2ccccc2)(c2ccccc2)c2ccccc2)c1. As a reaction SMILES: [Br:21][c:22]1[n:23][c:24]([CH:46]=[O:47])[n:25]([C:27]([c:28]2[cH:29][cH:30][cH:31][cH:32][cH:33]2)([c:34]2[cH:35][cH:36][cH:37][cH:38][cH:39]2)[c:40]2[cH:41][cH:42][cH:43][cH:44][cH:45]2)[cH:26]1.[CH2:1]([CH3:2])[c:3]1[cH:4][cH:5][c:6]([F:15])[c:7](-[c:9]2[cH:10][cH:11][cH:12][cH:13][cH:14]2)[cH:8]1.[CH2:48]1[O:49][CH2:50][CH2:51][CH2:52]1.[CH3:16][CH2:17][CH2:18][CH2:19][Li:20]>>[CH2:1]([CH3:2])[c:3]1[cH:4][c:5]([CH:46]([c:24]2[n:23][c:22]([Br:21])[cH:26][n:25]2[C:27]([c:28]2[cH:29][cH:30][cH:31][cH:32][cH:33]2)([c:34]2[cH:35][cH:36][cH:37][cH:38][cH:39]2)[c:40]2[cH:41][cH:42][cH:43][cH:44][cH:45]2)[OH:47])[c:6]([F:15])[c:7](-[c:9]2[cH:10][cH:11][cH:12][cH:13][cH:14]2)[cH:8]1. Reactants: tristriphenylphosphine rhodium (I) chloride, C(C1=CC=CC=C1)CC(C)=O (benzyl acetone), C=CCCCC (1-hexene). The solvent is C1(=CC=CC=C1)C (toluene). The product is CC(CCCCCC)=O (2-octanone). Reaction SMILES: [CH2:1]([CH2:8][C:9](=[O:11])[CH3:10])[C:2]1C=C[CH:5]=[CH:4][CH:3]=1.C=CCCCC>C1(C)C=CC=CC=1>[CH3:10][C:9](=[O:11])[CH2:8][CH2:1][CH2:2][CH2:3][CH2:4][CH3:5]. Procedure details: Under the same reaction procedure and conditions as in Example 2 (tristriphenylphosphine rhodium (I) chloride 10 mol %, 150° C., 48 hours, toluene 100 mg), benzyl acetone 32 mg (0.22 mmol) and 1-hexene 182 mg (2.16 mmol) were reacted in the presence of various amounts of 2-amino-3-pycoline. A measurement was made of the yields of 2-octanone, and the results are given in Table 4, below. When 2-amino-3-pycoline was absent, 2-octanone was not obtained at all and benzyl acetone was recovered in its ... Starting materials: C(C)OC(CCC1=C(SC=C1)Br)=O (3-(2-Bromo-thiophen-3-yl)-propionic acid ethyl ester). Solvent: C1(=CC=CC=C1)C (toluene), C1(=CC=CC=C1)C (toluene). Conditions: temperature 0 celsius, time 1 hour. Yields the product BrC=1SC=CC1CCCO (3-(2-Bromo-thiophen-3-yl)-propan-1-ol). Isolated yield 98.6%. RXN SMILES: C([O:3][C:4](=O)[CH2:5][CH2:6][C:7]1[CH:11]=[CH:10][S:9][C:8]=1[Br:12])C>C1(C)C=CC=CC=1>[Br:12][C:8]1[S:9][CH:10]=[CH:11][C:7]=1[CH2:6][CH2:5][CH2:4][OH:3]. Procedure details: A −78° C. solution of the ester of Example 23(e) (3.896 g, 14.8 mmol) in dry toluene (30 mL, Aldrich) was treated with Dibal (21 mL, 31.5 mmol, 1.5 M/toluene, Aldrich). After 1 h, the mixture was allowed to warm to 0° C. and after a further 1 h, the reaction was quenched by addition of 6 M HCl (30 mL). The mixture was stirred for 15 min. and then was extracted with ether (50 mL). The ether solution was washed with 1 M HCl (2×30 mL) and brine (30 mL) and then was dried (MgSO4), filtered, evaporat... Reactants: [Li+].CC(C)[N-]C(C)C (LDA), C1(=CC=CC=C1)C1CCC(CC1)C(C)=O (1-(4-phenylcyclohexyl)ethanone), C1CCOC1 (THF), C1CCOC1 (THF), BrCCCl (1-bromo-2-chloroethane). Run in CN1CCCN(C1=O)C (DMPU). Run at time 40 minute. Product: C(C)(=O)C1CCC(CC1)C1=CC=C(C=C1)C(C)=O (1-(4-(4-acetylcyclohexyl)phenyl)ethanone). As a reaction SMILES: [Li+].CC([N-]C(C)C)C.[C:9]1([CH:15]2[CH2:20][CH2:19][CH:18]([C:21](=[O:23])[CH3:22])[CH2:17][CH2:16]2)[CH:14]=[CH:13][CH:12]=[CH:11][CH:10]=1.BrCCCl.C1C[O:31][CH2:30][CH2:29]1>CN1C(=O)N(C)CCC1>[C:21]([CH:18]1[CH2:19][CH2:20][CH:15]([C:9]2[CH:14]=[CH:13][C:12]([C:30](=[O:31])[CH3:29])=[CH:11][CH:10]=2)[CH2:16][CH2:17]1)(=[O:23])[CH3:22] |f:0.1|. Procedure details: To a solution of freshly prepared LDA (132 mL of n-butyl lithium, 2.5 M in hexane, 51 mL of diisopropylamine) in THF (anhydrous, 420 mL), DMPU (200 mL) at −78° C. was added a solution of A1 (60 g, 300 mmol) in THF (60 mL) at −78° C. After stirring for 40 min, 1-bromo-2-chloroethane (24.9 mL, 300 mmol) was added. After stirring for another 20 min at −78° C., the dry ice-acetone bath was removed and the reaction was slowly warmed up to rt. After stirring for an additional hour, the reaction mixtur... The reactants are Fc1ccc(Br)c(C(F)(F)F)c1, O=C([O-])[O-], Cc1ccccc1, [Cs+], [Cs+], CC(=O)[O-], CC(=O)[O-], O, OC1CCNC1, [Pd+2], c1ccc(P(c2ccccc2)c2ccc3ccccc3c2-c2c(P(c3ccccc3)c3ccccc3)ccc3ccccc23)cc1. Product: OC1CCN(c2ccc(F)cc2C(F)(F)F)C1. Reaction SMILES: [Br:1][c:2]1[c:3]([C:9]([F:10])([F:11])[F:12])[cH:4][c:5]([F:8])[cH:6][cH:7]1.[C:65](=[O:66])([O-:67])[O-:68].[CH3:71][c:72]1[cH:73][cH:74][cH:75][cH:76][cH:77]1.[Cs+:69].[Cs+:70].[O-:79][C:80]([CH3:81])=[O:82].[O-:83][C:84]([CH3:85])=[O:86].[OH2:87].[OH:13][CH:14]1[CH2:15][NH:16][CH2:17][CH2:18]1.[Pd+2:78].[c:19]1([P:20]([c:21]2[cH:22][cH:23][cH:24][cH:25][cH:26]2)[c:27]2[cH:28][cH:29][c:30]3[c:31]([cH:32][cH:33][cH:34][cH:35]3)[c:36]2-[c:37]2[c:38]3[c:39]([cH:40][cH:41][cH:42][cH:43]3)[cH:44][cH:45][c:46]2[P:47]([c:48]2[cH:49][cH:50][cH:51][cH:52][cH:53]2)[c:54]2[cH:55][cH:56][cH:57][cH:58][cH:59]2)[cH:60][cH:61][cH:62][cH:63][cH:64]1>>[c:2]1([N:16]2[CH2:15][CH:14]([OH:13])[CH2:18][CH2:17]2)[c:3]([C:9]([F:10])([F:11])[F:12])[cH:4][c:5]([F:8])[cH:6][cH:7]1.